Dataset: the Open Reaction Database (ORD), a public repository of structured organic reaction records. Task: describe an organic reaction: reactants, conditions, products, and yield The reactants are C(C1=CC=CC=C1)OCC1=C(C=O)C=C(C=C1)Cl (2-benzyloxymethyl-5-chlorobenzaldehyde), C(CC(=O)C)(=O)OC (methyl acetoacetate), N\C(=C/C(=O)OC)\C (methyl 3-aminocrotonate). The solvent is CC(C)O (2-propanol). The product is CC1NC(=C(C(=C1C(=O)OC)C1=C(C=CC(=C1)Cl)COCC1=CC=CC=C1)C(=O)OC)C (Dimethyl 2,6-dimethyl-4-(2-benzyloxymethyl-5-chlorophenyl)dihydropyridine-3,5-dicarboxylate). Reaction SMILES: [CH2:1]([O:8][CH2:9][C:10]1[CH:17]=[CH:16][C:15]([Cl:18])=[CH:14][C:11]=1[CH:12]=O)[C:2]1[CH:7]=[CH:6][CH:5]=[CH:4][CH:3]=1.[C:19]([O:25][CH3:26])(=[O:24])[CH2:20][C:21]([CH3:23])=O.[NH2:27]/[C:28](/[CH3:34])=[CH:29]\[C:30]([O:32][CH3:33])=[O:31]>CC(O)C>[CH3:23][CH:21]1[C:20]([C:19]([O:25][CH3:26])=[O:24])=[C:12]([C:11]2[CH:14]=[C:15]([Cl:18])[CH:16]=[CH:17][C:10]=2[CH2:9][O:8][CH2:1][C:2]2[CH:7]=[CH:6][CH:5]=[CH:4][CH:3]=2)[C:29]([C:30]([O:32][CH3:33])=[O:31])=[C:28]([CH3:34])[NH:27]1. Reported procedure: To a 250 ml round bottomed flask was added the compound (2c) (5.70 g, 22.90 mmol), methyl acetoacetate (2.66 g, 22.90 mmol), methyl 3-aminocrotonate (2.64 g, 22.90 mmol) and 2-propanol (30 ml). The flask was equipped with a stirring bar, reflux condenser and argon inlet and the mixture was heated at reflux for 20 hours with stirring. The reaction mixture was cooled to room temperature and the solvent was removed in vacuo. The crude product was chromatographed on 300 g of silica gel using 1:3 eth... As a reaction SMILES: [C:1]([C:3]1[C@@H:8]([C:9]2[CH:14]=[CH:13][C:12]([C:15]#[N:16])=[CH:11][C:10]=2[S:17]([CH3:20])(=[O:19])=[O:18])[N:7]([C:21](OC2C=CC([N+]([O-])=O)=CC=2)=[O:22])[C:6](=[O:33])[N:5]([C:34]2[CH:39]=[CH:38][CH:37]=[C:36]([C:40]([F:43])([F:42])[F:41])[CH:35]=2)[C:4]=1[CH3:44])#[N:2].Cl.[NH2:46][CH2:47][C:48]([NH2:50])=[O:49].C(N(CC)C(C)C)(C)C>C(#N)C>[NH2:50][C:48](=[O:49])[CH2:47][NH:46][C:21]([N:7]1[C@H:8]([C:9]2[CH:14]=[CH:13][C:12]([C:15]#[N:16])=[CH:11][C:10]=2[S:17]([CH3:20])(=[O:18])=[O:19])[C:3]([C:1]#[N:2])=[C:4]([CH3:44])[N:5]([C:34]2[CH:39]=[CH:38][CH:37]=[C:36]([C:40]([F:43])([F:42])[F:41])[CH:35]=2)[C:6]1=[O:33])=[O:22] |f:1.2|. Solvent: C(C)#N (acetonitrile). Reported procedure: According to the General Procedure 1, 4-nitrophenyl (6S)-5-cyano-6-[4-cyano-2-(methylsulfonyl)phenyl]-4-methyl-2-oxo-3-[3-(trifluoromethyl)phenyl]-3,6-dihydropyrimidine-1(2H)-carboxylate (197 mg, 0.315 mmol; Example 6A) was reacted with glycinamide hydrochloride (104 mg, 0.945 mmol) and N,N-diisopropylethylamine (122 mg, 0.945 mmol) in acetonitrile (2.5 ml) to give the target compound (72 mg, 39% of theory). The reactants are Cl.NCC(=O)N (glycinamide hydrochloride), C(C)(C)N(C(C)C)CC (N,N-diisopropylethylamine), C(#N)C1=C(N(C(N([C@@H]1C1=C(C=C(C=C1)C#N)S(=O)(=O)C)C(=O)OC1=CC=C(C=C1)[N+](=O)[O-])=O)C1=CC(=CC=C1)C(F)(F)F)C (4-nitrophenyl (6S)-5-cyano-6-[4-cyano-2-(methylsulfonyl)phenyl]-4-methyl-2-oxo-3-[3-(trifluoromethyl)phenyl]-3,6-dihydropyrimidine-1(2H)-carboxylate). Yields the product NC(CNC(=O)N1C(N(C(=C([C@H]1C1=C(C=C(C=C1)C#N)S(=O)(=O)C)C#N)C)C1=CC(=CC=C1)C(F)(F)F)=O)=O ((6S)—N-(2-Amino-2-oxoethyl)-5-cyano-6-[4-cyano-2-(methylsulfonyl)phenyl]-4-methyl-2-oxo-3-[3-(trifluoromethyl)phenyl]-3,6-dihydropyrimidine-1(2H)-carboxamide). Reactants: CN([SiH](C)C)[Si](C)(C)C, ClC(c1ccccc1)(c1ccccc1)c1ccccc1, Nc1nc2nc[nH]c2c(=O)[nH]1. The product is Nc1nc2c(ncn2C(c2ccccc2)(c2ccccc2)c2ccccc2)c(=O)[nH]1. As a reaction SMILES: [CH3:32][SiH:33]([CH3:34])[N:35]([CH3:36])[Si:37]([CH3:38])([CH3:39])[CH3:40].[c:12]1([C:18]([c:19]2[cH:20][cH:21][cH:22][cH:23][cH:24]2)([c:25]2[cH:26][cH:27][cH:28][cH:29][cH:30]2)[Cl:31])[cH:13][cH:14][cH:15][cH:16][cH:17]1.[nH:1]1[c:2]([NH2:3])[n:4][c:5]2[n:6][cH:7][nH:8][c:9]2[c:10]1=[O:11]>>[nH:1]1[c:2]([NH2:3])[n:4][c:5]2[n:6]([C:18]([c:12]3[cH:13][cH:14][cH:15][cH:16][cH:17]3)([c:19]3[cH:20][cH:21][cH:22][cH:23][cH:24]3)[c:25]3[cH:26][cH:27][cH:28][cH:29][cH:30]3)[cH:7][n:8][c:9]2[c:10]1=[O:11]. Starting materials: C1(=CC=CC=C1)C1=NOC2=C1C(=NN=C2)OCC2CCNCC2 (3-phenyl-4-(4-piperidinylmethoxy)isoxazolo[4,5-d]pyridazine), C1(=CC=CC=C1)C1=NOC(=C1)C=O (3-phenyl-5-isoxazolecarbaldehyde). Product: C1(=CC=CC=C1)C1=NOC2=C1C(=NN=C2)OCC2CCN(CC2)CC2=CC(=NO2)C2=CC=CC=C2 (3-phenyl-4-({1-[(3-phenyl-5-isoxazolyl)methyl]-4-piperidinyl}methoxy)isoxazolo[4,5-d]pyridazine). As a reaction SMILES: [C:1]1([C:7]2[C:11]3[C:12]([O:16][CH2:17][CH:18]4[CH2:23][CH2:22][NH:21][CH2:20][CH2:19]4)=[N:13][N:14]=[CH:15][C:10]=3[O:9][N:8]=2)[CH:6]=[CH:5][CH:4]=[CH:3][CH:2]=1.[C:24]1([C:30]2[CH:34]=[C:33]([CH:35]=O)[O:32][N:31]=2)[CH:29]=[CH:28][CH:27]=[CH:26][CH:25]=1>>[C:1]1([C:7]2[C:11]3[C:12]([O:16][CH2:17][CH:18]4[CH2:23][CH2:22][N:21]([CH2:35][C:33]5[O:32][N:31]=[C:30]([C:24]6[CH:25]=[CH:26][CH:27]=[CH:28][CH:29]=6)[CH:34]=5)[CH2:20][CH2:19]4)=[N:13][N:14]=[CH:15][C:10]=3[O:9][N:8]=2)[CH:2]=[CH:3][CH:4]=[CH:5][CH:6]=1. Procedure: According to the same procedure described in Example 35, using the compound obtained in Example 89 instead of the compound obtained in Example 11 and the compound obtained in Example 7 instead of 4-phenylthiophene-2-carbaldehyde, the title compound having the following physical data was obtained. The reactants are C([O-])([O-])=O.[K+].[K+] (potassium carbonate), CI (methyl iodide), NC=1C2=C(NC(C1)=O)SC(=C2C2=CC(=CC=C2)OC)C (4-amino-2-methyl-3-[3-(methyloxy)phenyl]thieno[2,3-b]pyridin-6(7H)-one). Solvent: CN(C)C=O (DMF). Conditions: temperature 90 celsius. The product is CC1=C(C2=C(N=C(C=C2N)OC)S1)C1=CC(=CC=C1)OC (2-Methyl-6-(methyloxy)-3-[3-(methyloxy)phenyl]thieno[2,3-b]pyridin-4-amine). Isolated yield 13.1%. RXN SMILES: [NH2:1][C:2]1[C:3]2[C:11]([C:12]3[CH:17]=[CH:16][CH:15]=[C:14]([O:18][CH3:19])[CH:13]=3)=[C:10]([CH3:20])[S:9][C:4]=2[NH:5][C:6](=[O:8])[CH:7]=1.[C:21](=O)([O-])[O-].[K+].[K+].CI>CN(C=O)C>[CH3:20][C:10]1[S:9][C:4]2[N:5]=[C:6]([O:8][CH3:21])[CH:7]=[C:2]([NH2:1])[C:3]=2[C:11]=1[C:12]1[CH:17]=[CH:16][CH:15]=[C:14]([O:18][CH3:19])[CH:13]=1 |f:1.2.3|. Procedure: To a suspension of 4-amino-2-methyl-3-[3-(methyloxy)phenyl]thieno[2,3-b]pyridin-6(7H)-one (Description 36) (120 mg, 0.419 mmol) in DMF (3 mL) was added potassium carbonate (116 mg, 0.838 mmol) and methyl iodide (0.029 mL, 0.461 mmol). The suspension was then heated to 90° C. under nitrogen atmosphere for ca. 2 hand then cooled to RT, quenched with water (ca. 25 mL) and extracted with ethyl acetate (ca. 25 mL×2). The combined organic layers were passed through a phase separator and solvent concen... The reactants are CC1CCNCC1NC(=O)OC(C)(C)C, Clc1ccc(I)cn1. The product is CC1CCN(c2ccc(Cl)nc2)CC1NC(=O)OC(C)(C)C. As a reaction SMILES: [CH3:1][CH:2]1[CH:3]([NH:8][C:9]([O:10][C:11]([CH3:12])([CH3:13])[CH3:14])=[O:15])[CH2:4][NH:5][CH2:6][CH2:7]1.[Cl:16][c:17]1[n:18][cH:19][c:20]([I:23])[cH:21][cH:22]1>>[CH3:1][CH:2]1[CH:3]([NH:8][C:9]([O:10][C:11]([CH3:12])([CH3:13])[CH3:14])=[O:15])[CH2:4][N:5]([c:20]2[cH:19][n:18][c:17]([Cl:16])[cH:22][cH:21]2)[CH2:6][CH2:7]1. Starting materials: [K] (potassium), N#CN (Cyanamide), [OH-].[Na+] (sodium hydroxide), 1.46, S(=O)(=O)(O)C1=CC=C(C)C=C1.CC1=NC=CC(=C1)C(C)=NO (2-methyl-4-acetylpyridine oxime tosylate), [OH-].[NH4+] (ammonium hydroxide). Procedure: To 210 mg. of potassium metal dissolved in 10 ml. of absolute ethanol was added a suspension of 1.46 (4.8 mmoles) of 2-methyl-4-acetylpyridine oxime tosylate in 10 ml. of dry ethanol, and the mixture allowed to stir at room temperature for one hour. Ether (200 ml.) was added, the potassium tosylate filtered, and the filtrate extracted with (3×20 ml.) 1 N hydrochloric acid. The combined acid extracts were concentrated to a yellow solid, which was then dissolved in 30 ml. of water. Cyanamide (600 ... Yields the product CC1=NC=CC(=C1)C=1N=C(NC1)N (2-Methyl-4-(2-amino-4-imidazolyl)pyridine). RXN SMILES: [K].S(C1C=CC(C)=CC=1)(O)(=O)=O.[CH3:13][C:14]1[CH:19]=[C:18]([C:20](=[N:22]O)[CH3:21])[CH:17]=[CH:16][N:15]=1.[N:24]#[C:25][NH2:26].[OH-].[Na+].[OH-].[NH4+]>CCOCC.C(O)C>[CH3:13][C:14]1[CH:19]=[C:18]([C:20]2[N:22]=[C:25]([NH2:26])[NH:24][CH:21]=2)[CH:17]=[CH:16][N:15]=1 |f:1.2,4.5,6.7,^1:0|. Conditions: time 1 hour. Run in C(C)O (ethanol), C(C)O (ethanol), CCOCC (Ether). Reaction SMILES: [CH2:1]([O:3][C:4]1[C:13]2[C:8](=[CH:9][CH:10]=[C:11]([CH:14]=O)[CH:12]=2)[N:7]=[CH:6][CH:5]=1)[CH3:2].[F:16][C:17]1[CH:22]=[CH:21][C:20]([CH:23]2[CH2:25][CH:24]2[NH:26][C:27]2[S:28][CH2:29][C:30](=[O:32])[N:31]=2)=[CH:19][CH:18]=1.C([O-])(=O)C.[Na+]>C(O)(=O)C>[CH2:1]([O:3][C:4]1[C:13]2[C:8](=[CH:9][CH:10]=[C:11](/[CH:14]=[C:29]3/[C:30](=[O:32])[N:31]=[C:27]([NH:26][CH:24]4[CH2:25][CH:23]4[C:20]4[CH:21]=[CH:22][C:17]([F:16])=[CH:18][CH:19]=4)[S:28]/3)[CH:12]=2)[N:7]=[CH:6][CH:5]=1)[CH3:2] |f:2.3|. Solvent: C(C)(=O)O (acetic acid). The reactants are C(C)OC1=CC=NC2=CC=C(C=C12)C=O (4-ethoxy-quinoline-6-carbaldehyde), FC1=CC=C(C=C1)C1C(C1)NC=1SCC(N1)=O (2-[2-(4-fluoro-phenyl)-cyclopropylamino]-thiazol-4-one), C(C)(=O)[O-].[Na+] (sodium acetate). Procedure: The similar procedure as described in example 35 was used, starting with 4-ethoxy-quinoline-6-carbaldehyde (example 3b), 2-[2-(4-fluoro-phenyl)-cyclopropylamino]-thiazol-4-one, sodium acetate and acetic acid to give 5-[1-(4-ethoxy-quinolin-6-yl)-meth-(Z)-ylidene]-2-[2-(4-fluoro-phenyl)-cyclopropylamino]-thiazol-4-one. LC-MS m/e 434.5 (MH+). Product: C(C)OC1=CC=NC2=CC=C(C=C12)\C=C/1\C(N=C(S1)NC1C(C1)C1=CC=C(C=C1)F)=O (5-[1-(4-ethoxy-quinolin-6-yl)-meth-(Z)-ylidene]-2-[2-(4-fluoro-phenyl)-cyclopropylamino]-thiazol-4-one). The solvent is C(C)O (ethanol). Isolated yield 34.7%. Product: N\C(=C/C(=O)C=1N(C(C2=CC=C(C=C2C1C1=CC=CC=C1)Br)=O)CC1=CC=C(C=C1)S(=O)(=O)C)\CC (3-[(2Z)-3-aminopent-2-enoyl]-6-bromo-2-(4-methanesulfonylbenzyl)-4-phenyl-2H-isoquinolin-1-one). Reaction conditions: temperature 80 celsius, time 12 hour. Reported procedure: A mixture of 6-bromo-3-(2-bromoacetyl)-2-(4-methanesulfonylbenzyl)-4-phenyl-2H-isoquinolin-1-one (300 mg), thiopropionamide (70 mg), THF (3 ml) and ethanol (3 ml) was stirred at 80° C. for 12 hrs. The reaction mixture was concentrated under reduced pressure and saturated aqueous sodium hydrogen carbonate was added to the residue. The mixture was extracted with ethyl acetate. The organic layer was washed with water and saturated brine, and dried over anhydrous sodium sulfate. The solvent was evap... RXN SMILES: [Br:1][C:2]1[CH:3]=[C:4]2[C:9](=[CH:10][CH:11]=1)[C:8](=[O:12])[N:7]([CH2:13][C:14]1[CH:19]=[CH:18][C:17]([S:20]([CH3:23])(=[O:22])=[O:21])=[CH:16][CH:15]=1)[C:6]([C:24](=[O:27])[CH2:25]Br)=[C:5]2[C:28]1[CH:33]=[CH:32][CH:31]=[CH:30][CH:29]=1.[C:34]([NH2:38])(=S)[CH2:35][CH3:36].C1COCC1>C(O)C>[NH2:38]/[C:34](/[CH2:35][CH3:36])=[CH:25]\[C:24]([C:6]1[N:7]([CH2:13][C:14]2[CH:15]=[CH:16][C:17]([S:20]([CH3:23])(=[O:22])=[O:21])=[CH:18][CH:19]=2)[C:8](=[O:12])[C:9]2[C:4]([C:5]=1[C:28]1[CH:33]=[CH:32][CH:31]=[CH:30][CH:29]=1)=[CH:3][C:2]([Br:1])=[CH:11][CH:10]=2)=[O:27]. Starting materials: BrC=1C=C2C(=C(N(C(C2=CC1)=O)CC1=CC=C(C=C1)S(=O)(=O)C)C(CBr)=O)C1=CC=CC=C1 (6-bromo-3-(2-bromoacetyl)-2-(4-methanesulfonylbenzyl)-4-phenyl-2H-isoquinolin-1-one), C(CC)(=S)N (thiopropionamide), C1CCOC1 (THF).